This data is from the Open Reaction Database (ORD), a public repository of structured organic reaction records. The task is: describe an organic reaction: reactants, conditions, products, and yield The reactants are CI, [H-], [Na+], CN(C)C=O, COC(=O)c1ccc(OC2CN(C(=O)OC(C)(C)C)C2)cc1O. The product is COC(=O)c1ccc(OC2CN(C(=O)OC(C)(C)C)C2)cc1OC. As a reaction SMILES: [CH3:26][I:27].[H-:25].[Na+:24].[O:28]=[CH:29][N:30]([CH3:31])[CH3:32].[OH:1][c:2]1[c:3]([C:4](=[O:5])[O:6][CH3:7])[cH:8][cH:9][c:10]([O:12][CH:13]2[CH2:14][N:15]([C:17](=[O:18])[O:19][C:20]([CH3:21])([CH3:22])[CH3:23])[CH2:16]2)[cH:11]1>>[O:1]([c:2]1[c:3]([C:4](=[O:5])[O:6][CH3:7])[cH:8][cH:9][c:10]([O:12][CH:13]2[CH2:14][N:15]([C:17](=[O:18])[O:19][C:20]([CH3:21])([CH3:22])[CH3:23])[CH2:16]2)[cH:11]1)[CH3:26]. The reactants are CCCN, CN(C)C=O, [Cl-], O=C(O)c1cc2cc([N+](=O)[O-])ccc2[nH]1, [Na+], O. Yields the product CCCNC(=O)c1cc2cc([N+](=O)[O-])ccc2[nH]1. RXN SMILES: [CH3:16][CH2:17][CH2:18][NH2:19].[CH3:22][N:23]([CH3:24])[CH:25]=[O:26].[Cl-:21].[N+:1](=[O:2])([O-:3])[c:4]1[cH:5][c:6]2[cH:7][c:8]([C:13](=[O:14])[OH:15])[nH:9][c:10]2[cH:11][cH:12]1.[Na+:20].[OH2:27]>>[N+:1](=[O:2])([O-:3])[c:4]1[cH:5][c:6]2[cH:7][c:8]([C:13](=[O:15])[NH:19][CH2:18][CH2:17][CH3:16])[nH:9][c:10]2[cH:11][cH:12]1. The reactants are OCC[N+](C)(C)C (Choline), C(CC(O)(C(=O)O)CC(=O)O)(=O)O (citric acid). Reagents/catalysts: [Cl-].OCC[N+](C)(C)C (choline chloride). Product: C(CC(O)(C(=O)[O-])CC(=O)[O-])(=O)[O-].OCC[N+](C)(C)C.OCC[N+](C)(C)C.OCC[N+](C)(C)C (choline citrate). RXN SMILES: [OH:1][CH2:2][CH2:3][N+:4]([CH3:7])([CH3:6])[CH3:5].[C:8]([OH:20])(=[O:19])[CH2:9][C:10]([CH2:15][C:16]([OH:18])=[O:17])([C:12]([OH:14])=[O:13])[OH:11]>[Cl-].OCC[N+](C)(C)C>[C:8]([O-:20])(=[O:19])[CH2:9][C:10]([CH2:15][C:16]([O-:18])=[O:17])([C:12]([O-:14])=[O:13])[OH:11].[OH:1][CH2:2][CH2:3][N+:4]([CH3:7])([CH3:6])[CH3:5].[OH:1][CH2:2][CH2:3][N+:4]([CH3:7])([CH3:6])[CH3:5].[OH:1][CH2:2][CH2:3][N+:4]([CH3:7])([CH3:6])[CH3:5] |f:2.3,4.5.6.7|. Procedure: The preparation of the several recited choline salts is breifly recited here, though all can be obtained from commercial manufacturers. Choline ascorbate can be prepared from choline and ascorbic acid in methanol according to the procedure set out in U.S. Pat. No. 2,823,166. Choline bicarbonate can be prepared by passing carbon dioxide through a solution of choline until the pH reaction mixture is 9.0 or lower. The mixture is then concentrated and treated with carbon dioxide to pH of 8.5-8.9. Ch... Starting materials: CC(CCC1=CC=CC=C1)CCO (Phenoxanol), CCOC(=O)C1=CC=C(C=C1)C(=O)OCC (diethyl p-phthalate), C[O-].[Na+] (Sodium methoxide). Run at temperature 100 celsius. Product: C1=CC(=CC=C1C(=O)O)C(=O)O (p-phthalate). As a reaction SMILES: CC(CCO)CCC1C=CC=CC=1.CC[O:16][C:17]([C:19]1[CH:24]=[CH:23][C:22]([C:25]([O:27]CC)=[O:26])=[CH:21][CH:20]=1)=[O:18].C[O-].[Na+]>>[CH:20]1[C:19]([C:17]([OH:18])=[O:16])=[CH:24][CH:23]=[C:22]([C:25]([OH:27])=[O:26])[CH:21]=1 |f:2.3|. Procedure: Phenoxanol in the amount of 35.80 g (0.201 mol) and diethyl p-phthalate in the amount of 13.00 g (0.067 mol) were combined in a 250 ml flask fitted with a heating mantel, take-off condenser, internal thermometer, and argon inlet. Sodium methoxide in the amount of 380 mg (6.70 mmol) was added to the contents of the flask. The mixture was heated to 100° C. for 5 h during which time it became very thick. The mixture was filtered with dichloromethane, concentrated by rotary evaporation, and stripped... Starting materials: C[Mg]Br (methylmagnesium bromide), C(C)(C)(C)OC(=O)N1C(CN(CC1)C(=O)OC(C)(C)C)CC=O (2-(2-oxoethyl)piperazine-1,4-dicarboxylic acid di-tert-butyl ester). The solvent is O1CCCC1 (tetrahydrofuran), [Cl-].[NH4+] (ammonium chloride). Reaction conditions: time 5 hour. The product is C(C)(C)(C)OC(=O)N1[C@H](CN(CC1)C(=O)OC(C)(C)C)C[C@H](C)O (2(S)-(2(S)-hydroxypropyl)piperazine-1,4-dicarboxylic acid di-tert-butyl ester), C(C)(C)(C)OC(=O)N1[C@H](CN(CC1)C(=O)OC(C)(C)C)C[C@@H](C)O (2(S)-(2(R)-hydroxypropyl)piperazine-1,4-dicarboxylic acid di-tert-butyl ester). Yield: 198.9%. RXN SMILES: [CH3:1][Mg]Br.[C:4]([O:8][C:9]([N:11]1[CH2:16][CH2:15][N:14]([C:17]([O:19][C:20]([CH3:23])([CH3:22])[CH3:21])=[O:18])[CH2:13][CH:12]1[CH2:24][CH:25]=[O:26])=[O:10])([CH3:7])([CH3:6])[CH3:5]>O1CCCC1.[Cl-].[NH4+]>[C:4]([O:8][C:9]([N:11]1[CH2:16][CH2:15][N:14]([C:17]([O:19][C:20]([CH3:23])([CH3:22])[CH3:21])=[O:18])[CH2:13][C@@H:12]1[CH2:24][C@@H:25]([OH:26])[CH3:1])=[O:10])([CH3:7])([CH3:6])[CH3:5].[C:4]([O:8][C:9]([N:11]1[CH2:16][CH2:15][N:14]([C:17]([O:19][C:20]([CH3:23])([CH3:22])[CH3:21])=[O:18])[CH2:13][C@@H:12]1[CH2:24][C@H:25]([OH:26])[CH3:1])=[O:10])([CH3:7])([CH3:6])[CH3:5] |f:3.4|. Reported procedure: Add methylmagnesium bromide (3.61 mL, 10.8 mmol, 3M solution in diethyl ether) to a solution of 2-(2-oxoethyl)piperazine-1,4-dicarboxylic acid di-tert-butyl ester (3.036 g, 9.84 mmol) in tetrahydrofuran (30 mL) at 0° C. Warm the mixture to room temperature and stir for 5 hours. Dilute the mixture with saturated ammonium chloride and extract three times with ethyl acetate. Combine the organic layers, dry over sodium sulfate and concentrate under reduced pressure to give 2(S)-(2(S)-hydroxypropyl)p...